From a dataset of the Open Reaction Database (ORD), a public repository of structured organic reaction records. describe an organic reaction: reactants, conditions, products, and yield Reactants: Cl (HCl), IC=1C=C(C=C(C1O)I)C(C(=O)O)C (3,5-diiodo-4-hydroxyphenylpropionic acid), IC=1C=C(CBr)C=CC1 (3-iodobenzyl bromide), C([O-])([O-])=O.[Cs+].[Cs+] (cesium carbonate). The solvent is CN(C)C=O (DMF). Conditions: time 15 hour. Yields the product IC=1C=C(COC(CCC2=CC(=C(C(=C2)I)OCC2=CC(=CC=C2)I)I)=O)C=CC1 (3-[3,5-Diiodo-4-(3-iodo-benzyloxy)-phenyl]-propionic Acid 3-iodo-benzyl Ester). Yield: 183.5%. Reaction SMILES: [I:1][C:2]1[CH:3]=[C:4]([CH:10]([CH3:14])C(O)=O)[CH:5]=[C:6]([I:9])[C:7]=1[OH:8].[I:15][C:16]1[CH:17]=[C:18]([CH:21]=[CH:22][CH:23]=1)[CH2:19]Br.[C:24](=[O:27])([O-])[O-:25].[Cs+].[Cs+].Cl>CN(C=O)C>[I:15][C:16]1[CH:17]=[C:18]([CH:21]=[CH:22][CH:23]=1)[CH2:19][O:25][C:24](=[O:27])[CH2:14][CH2:10][C:4]1[CH:5]=[C:6]([I:9])[C:7]([O:8][CH2:10][C:4]2[CH:5]=[CH:6][CH:7]=[C:2]([I:1])[CH:3]=2)=[C:2]([I:1])[CH:3]=1 |f:2.3.4|. Procedure: A suspension of 3,5-diiodo-4-hydroxyphenylpropionic acid (209 mg, 0.5 mmol), 3-iodobenzyl bromide (371 mg, 1.25 mmol), and cesium carbonate (490 mg, 1.5 mmol) in 5 mL DMF was stirred for 15 hours at room temperature. After that time, 1 M HCl (15 mL) was added and an oil formed. The oil was extracted with ether and methanol was added. Crystals formed in the solution upon cooling, yielding the title compound as white crystals (390 mg, 92%). 1H NMR (400 MHz, CDCl3): δ 8.00 (s, 1H), 7.71-7.60 (m, 6H... Reactants: CCOCC, CN, N#Cc1cnccc1Cl, O. Product: CNc1ccncc1C#N. RXN SMILES: [CH3:10][CH2:11][O:12][CH2:13][CH3:14].[CH3:15][NH2:16].[Cl:1][c:2]1[cH:3][cH:4][n:5][cH:6][c:7]1[C:8]#[N:9].[OH2:17]>>[c:2]1([NH:16][CH3:15])[cH:3][cH:4][n:5][cH:6][c:7]1[C:8]#[N:9]. Reactants: C1(=CC=C(C=C1)S(=O)(=O)Cl)C (p-toluenesulfonyl chloride), OC[C@@H]1O[C@@H](CC1)CO (cis-2,5-bis-(hydroxymethyl) tetrahydrofuran), C1(=CC=C(C=C1)S(=O)(=O)Cl)C (p-toluenesulfonyl chloride), ice water, ( I ). The solvent is N1=CC=CC=C1 (pyridine), N1=CC=CC=C1 (pyridine). Reaction conditions: temperature 5 celsius, time 2 hour. Product: S(=O)(=O)(C1=CC=C(C)C=C1)OC[C@@H]1O[C@@H](CC1)COS(=O)(=O)C1=CC=C(C)C=C1 (cis-2,5-Bis-(Tosyloxymethyl)Tetrahydrofuran). RXN SMILES: [OH:1][CH2:2][C@H:3]1[CH2:7][CH2:6][C@@H:5]([CH2:8][OH:9])[O:4]1.[C:10]1([CH3:20])[CH:15]=[CH:14][C:13]([S:16](Cl)(=[O:18])=[O:17])=[CH:12][CH:11]=1>N1C=CC=CC=1>[S:16]([O:1][CH2:2][C@H:3]1[CH2:7][CH2:6][C@@H:5]([CH2:8][O:9][S:16]([C:13]2[CH:14]=[CH:15][C:10]([CH3:20])=[CH:11][CH:12]=2)(=[O:18])=[O:17])[O:4]1)([C:13]1[CH:14]=[CH:15][C:10]([CH3:20])=[CH:11][CH:12]=1)(=[O:18])=[O:17]. Procedure details: To a three-neck flask equipped with a thermometer, reflux condenser, mechanical stirrer, and dropping funnel a solution of 924 grams (7 moles) of cis-2,5-bis-(hydroxymethyl) tetrahydrofuran, represented by formula (I), in 900 ml of pyridine was placed and cooled at 5° C. A solution of 2669 grams (14 moles) of p-toluenesulfonyl chloride in 4 liters of pyridine was added slowly through the dropping funnel. The temperature during the addition was kept below 10°-15° C. After the addition of p-toluen...